This data is from the Open Reaction Database (ORD), a public repository of structured organic reaction records. The task is: describe an organic reaction: reactants, conditions, products, and yield Reactants: [BH4-].[Na+] (sodium borohydride), C(C)(=O)C=1C=CC2=C(C(=NCC(N2CC)=O)C2=C(C=CC=C2)F)C1 (7-acetyl-1-ethyl-5-(o-fluorophenyl)-1,3-dihydro-2H-1,4-benzodiazepin-2-one), O (water). Solvent: CO (methanol). Conditions: time 17 hour. Yields the product C(C)N1C(CN=C(C2=C1C=CC(=C2)C(C)O)C2=C(C=CC=C2)F)=O (1-ethyl-5-(o-fluorophenyl)-1,3-dihydro-7-(1-hydroxyethyl)-2H-1,4-benzodiazepin-2-one). Reaction SMILES: [C:1]([C:4]1[CH:5]=[CH:6][C:7]2[N:13]([CH2:14][CH3:15])[C:12](=[O:16])[CH2:11][N:10]=[C:9]([C:17]3[CH:22]=[CH:21][CH:20]=[CH:19][C:18]=3[F:23])[C:8]=2[CH:24]=1)(=[O:3])[CH3:2].[BH4-].[Na+].O>CO>[CH2:14]([N:13]1[C:7]2[CH:6]=[CH:5][C:4]([CH:1]([OH:3])[CH3:2])=[CH:24][C:8]=2[C:9]([C:17]2[CH:22]=[CH:21][CH:20]=[CH:19][C:18]=2[F:23])=[N:10][CH2:11][C:12]1=[O:16])[CH3:15] |f:1.2|. Reported procedure: 12.7 g (39.2 mmol) of 7-acetyl-1-ethyl-5-(o-fluorophenyl)-1,3-dihydro-2H-1,4-benzodiazepin-2-one in 240 ml of methanol are treated in the cold while stirring with 743 mg (19.6 mmol) of sodium borohydride. The mixture is subsequently stirred at room temperature for 17 hours, treated with water and then with 2 N sulphuric acid and extracted with methylene chloride. The organic phase is washed with water, dried and evaporated. The residue is chromatographed on 500 g of silica gel using ethyl acetat... Starting materials: CC(C)(C)OC(=O)N1CCN(C(=O)CCC(CO[Si](C)(C)C(C)(C)C)NC(=O)OCc2ccccc2)CC1, [H-], CI, [Na+], CN(C)C=O. Yields the product CN(C(=O)OCc1ccccc1)C(CCC(=O)N1CCN(C(=O)OC(C)(C)C)CC1)CO[Si](C)(C)C(C)(C)C. As a reaction SMILES: [CH2:1]([c:2]1[cH:3][cH:4][cH:5][cH:6][cH:7]1)[O:8][C:9](=[O:10])[NH:11][CH:12]([CH2:13][CH2:14][C:15](=[O:16])[N:17]1[CH2:18][CH2:19][N:20]([C:23](=[O:24])[O:25][C:26]([CH3:27])([CH3:28])[CH3:29])[CH2:21][CH2:22]1)[CH2:30][O:31][Si:32]([CH3:33])([CH3:34])[C:35]([CH3:36])([CH3:37])[CH3:38].[H-:41].[I:39][CH3:40].[Na+:42].[O:43]=[CH:44][N:45]([CH3:46])[CH3:47]>>[CH2:1]([c:2]1[cH:3][cH:4][cH:5][cH:6][cH:7]1)[O:8][C:9](=[O:10])[N:11]([CH:12]([CH2:13][CH2:14][C:15](=[O:16])[N:17]1[CH2:18][CH2:19][N:20]([C:23](=[O:24])[O:25][C:26]([CH3:27])([CH3:28])[CH3:29])[CH2:21][CH2:22]1)[CH2:30][O:31][Si:32]([CH3:33])([CH3:34])[C:35]([CH3:36])([CH3:37])[CH3:38])[CH3:40]. The reactants are NCCNCCCC(CC)(C1=CC=CC=C1)C#N (1-[(2-amino-ethyl)-amino]-4-cyano-4-phenylhexane), [N+](=O)([O-])C1=CC=C(C=C1)OC(=O)N1C(OCC1C1=CC(=C(C(=C1)F)F)F)=O (4-(3,4,5-trifluorophenyl)-2-oxo-oxazolidine-3-carboxylic acid-4-nitro-phenyl ester). Run in C1CCOC1 (THF). Run at time 2 hour. Yields the product C(#N)C1(CCC(CC1)NCCNC(=O)N1C(OCC1C1=CC(=C(C(=C1)F)F)F)=O)C1=CC=CC=C1 ((+)-2-Oxo-4-(3,4,5-trifluorophenyl)-oxazolidine-3-carboxylic acid [2-(4-cyano-4-phenyl-cyclohexylamino)-ethyl]amide). As a reaction SMILES: [NH2:1][CH2:2][CH2:3][NH:4][CH2:5][CH2:6][CH2:7][C:8]([C:17]#[N:18])([C:11]1[CH:16]=[CH:15][CH:14]=[CH:13][CH:12]=1)[CH2:9][CH3:10].[N+](C1C=CC([O:28][C:29]([N:31]2[CH:35]([C:36]3[CH:41]=[C:40]([F:42])[C:39]([F:43])=[C:38]([F:44])[CH:37]=3)[CH2:34][O:33][C:32]2=[O:45])=O)=CC=1)([O-])=O>C1COCC1>[C:17]([C:8]1([C:11]2[CH:12]=[CH:13][CH:14]=[CH:15][CH:16]=2)[CH2:9][CH2:10][CH:5]([NH:4][CH2:3][CH2:2][NH:1][C:29]([N:31]2[CH:35]([C:36]3[CH:41]=[C:40]([F:42])[C:39]([F:43])=[C:38]([F:44])[CH:37]=3)[CH2:34][O:33][C:32]2=[O:45])=[O:28])[CH2:6][CH2:7]1)#[N:18]. Procedure: To a solution of 1-[(2-amino-ethyl)-amino]-4-cyano-4-phenylhexane (25 mg, 0.103 mmol) in 10 mL of THF, 4-(3,4,5-trifluorophenyl)-2-oxo-oxazolidine-3-carboxylic acid-4-nitro-phenyl ester (30 mg, 0.079 mmol) was added and the resulting yellow solution was stirred under argon atmosphere for 2 h at room temperature. The solvent was removed in vacuo and the residue was purified by column chromatography over silica gel with 1:1 hexane/EtOAc followed by MeOH:EtOAc=1:9 (Rf =0.60, MeOH:EtOAc=1:3) to obta...